This data is from the Open Reaction Database (ORD), a public repository of structured organic reaction records. The task is: describe an organic reaction: reactants, conditions, products, and yield The reactants are C([O-])(O)=O.[Na+] (sodium bicarbonate), C1N(CCC12CCNCC2)C(=O)OC(C)(C)C (tert-Butyl 2,8-diazaspiro[4.5]decane-2-carboxylate), C(C)N(C(C)C)C(C)C (N-ethyl-diisopropylamine), ClC1=CC=NC=C1 (4-Chloropyridine). Solvent: CC(C)O (2-propanol). Run at temperature 90 celsius. Product: N1=CC=C(C=C1)N1CCC2(CCN(C2)C(=O)OC(C)(C)C)CC1 (tert-Butyl 8-(pyridin-4-yl)-2,8-diazaspiro[4.5]decane-2-carboxylate). RXN SMILES: [CH2:1]1[C:5]2([CH2:10][CH2:9][NH:8][CH2:7][CH2:6]2)[CH2:4][CH2:3][N:2]1[C:11]([O:13][C:14]([CH3:17])([CH3:16])[CH3:15])=[O:12].C(N(C(C)C)C(C)C)C.Cl[C:28]1[CH:33]=[CH:32][N:31]=[CH:30][CH:29]=1.C(=O)(O)[O-].[Na+]>CC(O)C>[N:31]1[CH:32]=[CH:33][C:28]([N:8]2[CH2:7][CH2:6][C:5]3([CH2:1][N:2]([C:11]([O:13][C:14]([CH3:17])([CH3:16])[CH3:15])=[O:12])[CH2:3][CH2:4]3)[CH2:10][CH2:9]2)=[CH:29][CH:30]=1 |f:3.4|. Procedure: tert-Butyl 2,8-diazaspiro[4.5]decane-2-carboxylate (10.403 mmol, 1 eq) and N-ethyl-diisopropylamine (41.608 mmol, 4 eq) were dissolved in 2-propanol (20 ml). 4-Chloropyridine (31.206 mmol, 3 eq) was added and the mixture was heated at 90° C. for 16 h. Saturated sodium bicarbonate solution (50 ml) was added and the phases were separated. The aqueous phase was extracted with ethyl acetate (4×50 ml) and the combined org. phases were washed with saturated sodium chloride solution (50 ml), dried over... Reactants: [Se](=O)=O (selenium dioxide), CC(C)=NO (acetone oxime), FC=1C=C(C=CC1)C(C)=O (1-(3-fluoro-phenyl)-ethanone). Solvent: O (water), O1CCOCC1 (1,4-dioxane). Run at time 24 hour. Product: FC=1C=C(C=CC1)C(C=NO)=O ((3-Fluoro-phenyl)-oxo-acetaldehyde oxime). As a reaction SMILES: [Se](=O)=O.[F:4][C:5]1[CH:6]=[C:7]([C:11](=[O:13])[CH3:12])[CH:8]=[CH:9][CH:10]=1.CC(=[N:17][OH:18])C>O.O1CCOCC1>[F:4][C:5]1[CH:6]=[C:7]([C:11](=[O:13])[CH:12]=[N:17][OH:18])[CH:8]=[CH:9][CH:10]=1. Reported procedure: To a mixture of selenium dioxide (58.3 g, 525 mmol) in 20 ml of water and 400 ml of 1,4-dioxane was added in one-portion 1-(3-fluoro-phenyl)-ethanone (69.0 g, 500 mmol). The mixture was refluxed overnight, then filtered through diatomaceous earth. The filtrate was added to an equal volume of water and adjusted to pH 4 with 5% aqueous sodium hydroxide. To this mixture was added acetone oxime (40.2 g, 550 mmol) and the mixture was stirred for 24 h. On dilution to 1.5 L with water, the mixture was ... Product: NC1=C(C=C(C=C1)Br)C1(CCCCC1)O (1-(2-Amino-5-bromo-phenyl) cyclohexanol). As a reaction SMILES: [NH2:1][C:2]1[CH:10]=[CH:9][C:8]([Br:11])=[CH:7][C:3]=1[C:4]([OH:6])=O.Br[CH2:13][CH2:14][CH2:15][CH2:16][CH2:17]Br>>[NH2:1][C:2]1[CH:10]=[CH:9][C:8]([Br:11])=[CH:7][C:3]=1[C:4]1([OH:6])[CH2:17][CH2:16][CH2:15][CH2:14][CH2:13]1. Procedure details: Prepared according to the procedure of Example 1 from 2-amino-5-bromobenzoic acid and the Grignard reagent prepared from 1,5-dibromopentane A clear oil: 1H-NMR (DMSO-d6) δ 7.07 (d, 1H, J=2.3 Hz), 7.03 (dd, 1H, J=8.4, 2.4 Hz), 6.55 (d, 1H, J=8.6 Hz), 5.49 (s, 2H, H2O exchangeable), 5.00. (s, 1H, D2O exchangeable), 2.01 (d, 2H, J=1.8 Hz), 1.66-1.77 (m, 2H), 1.44-1.61 (m, 4H), 1.16-1.34 (m, 2H). MS (ESI) m/z 270/272 ([M+H]+, 98%/100%). The reactants are NC1=C(C(=O)O)C=C(C=C1)Br (2-amino-5-bromobenzoic acid), Grignard reagent, BrCCCCCBr (1,5-dibromopentane).